This data is from the Open Reaction Database (ORD), a public repository of structured organic reaction records. The task is: describe an organic reaction: reactants, conditions, products, and yield Procedure details: To a stirred solution of methyl 1,1-dimethyl-3-oxo-2,3-dihydro-1H-indene-5-carboxylate (430 mg, 1.97 mmol, 1.0 eq.) in methanol (7.5 ml) was added hydroxylamine hydrochloride (340 mg, 4.93 mmol, 2.5 eq.) followed by sodium acetate (807 mg, 9.85 mmol, 5.0 eq.) and the reaction mixture was heated at reflux for 2 h at 80° C. The reaction mixture was concentrated and then extracted with ethyl acetate (3×40 ml). The organic part was separated, washed with water (20 ml) and brine (20 ml) and dried ove... Run at temperature 80 celsius. Run in CO (methanol). The product is ON=C1CC(C2=CC=C(C=C12)C(=O)OC)(C)C (Methyl 3-(hydroxyimino)-1,1-dimethyl-2,3-dihydro-1H-indene-5-carboxylate). The reactants are CC1(CC(C2=CC(=CC=C12)C(=O)OC)=O)C (methyl 1,1-dimethyl-3-oxo-2,3-dihydro-1H-indene-5-carboxylate), Cl.NO (hydroxylamine hydrochloride), C(C)(=O)[O-].[Na+] (sodium acetate). RXN SMILES: [CH3:1][C:2]1([CH3:16])[C:10]2[C:5](=[CH:6][C:7]([C:11]([O:13][CH3:14])=[O:12])=[CH:8][CH:9]=2)[C:4](=O)[CH2:3]1.Cl.[NH2:18][OH:19].C([O-])(=O)C.[Na+]>CO>[OH:19][N:18]=[C:4]1[C:5]2[C:10](=[CH:9][CH:8]=[C:7]([C:11]([O:13][CH3:14])=[O:12])[CH:6]=2)[C:2]([CH3:16])([CH3:1])[CH2:3]1 |f:1.2,3.4|. Starting materials: [OH-].[K+] (potassium hydroxide), O1C(CCCC1)OC1OCCCC1 (tetrahydropyranyl ether), ClCCO (2-chloroethanol), C(CCCCCCCCC)O (decan-1-ol). Reagents/catalysts: [Cl-].C(CCC)[N+](CCCC)(CCCC)CCCC (tetrabutylammonium chloride). Solvent: C1(=CC=CC=C1)C (toluene). Run at time 1 hour. Yields the product C(COCCCCCCCCCC)O (3-Oxa-tridecan-1-ol). RXN SMILES: [OH-].[K+].O1CCCCC1OC1CCCCO1.Cl[CH2:17][CH2:18][OH:19].[CH2:20]([OH:30])[CH2:21][CH2:22][CH2:23][CH2:24][CH2:25][CH2:26][CH2:27][CH2:28][CH3:29]>[Cl-].C([N+](CCCC)(CCCC)CCCC)CCC.C1(C)C=CC=CC=1>[CH2:18]([OH:19])[CH2:17][O:30][CH2:20][CH2:21][CH2:22][CH2:23][CH2:24][CH2:25][CH2:26][CH2:27][CH2:28][CH3:29] |f:0.1,5.6|. Procedure details: 44.88 g (800 mmol) of fine powdered potassium hydroxide is added to 32.93 g (200 mmol) of the tetrahydropyranyl ether of 2-chloroethanol, 1 g (3.6 mmol) of tetrabutylammonium chloride and 20 g (126.36 mmol) of decan-1-ol in 300 ml of toluene, and it is refluxed for 24 hours. Solid is filtered out, and the filtrate is evaporated to the dry state. 500 ml of ethanol/50 ml of 10% aqueous hydrochloric acid are added to the residue (oil) that is thus obtained, and it is stirred for one hour at room te...